Dataset: the Open Reaction Database (ORD), a public repository of structured organic reaction records. Task: describe an organic reaction: reactants, conditions, products, and yield The reactants are [Al], Cl, [Li], [Na+], C1CCOC1, [OH-], O, O=C(C1CC1)N1CCN(c2cccc3ccoc23)CC1. Product: Cl, c1cc(N2CCN(CC3CC3)CC2)c2occc2c1. RXN SMILES: [Al:1].[ClH:25].[Li:2].[Na+:24].[O:26]1[CH2:27][CH2:28][CH2:29][CH2:30]1.[OH-:23].[OH2:31].[o:3]1[c:4]2[c:5]([cH:6][cH:7]1)[cH:8][cH:9][cH:10][c:11]2[N:12]1[CH2:13][CH2:14][N:15]([C:18](=[O:19])[CH:20]2[CH2:21][CH2:22]2)[CH2:16][CH2:17]1>>[ClH:25].[o:3]1[c:4]2[c:5]([cH:6][cH:7]1)[cH:8][cH:9][cH:10][c:11]2[N:12]1[CH2:13][CH2:14][N:15]([CH2:18][CH:20]2[CH2:21][CH2:22]2)[CH2:16][CH2:17]1. Starting materials: C1=C(C=CC2=CC=CC=C12)O (2-naphthol), ClCCCBr (1-chloro-3-bromopropane), C([O-])([O-])=O.[K+].[K+] (potassium carbonate). The product is ClCCCOC1=CC2=CC=CC=C2C=C1 (2-(3-Chloropropyloxy)naphthalene). Procedure details: A mixture of 2-naphthol (72.07 g, 0.5 mol), 1-chloro-3-bromopropane (78.72 g, 0.5 mol), and potassium carbonate (103.65 g, 0.75 mol) was heated at reflux 16 hr in 750 mL of acetone. The mixture was cooled to room temperature and filtered. The reaction was concentrated to a viscous oil using a rotary evaporator. The oil was dissolved in chloroform and washed with 5% sodium hydroxide and water. The chloroform was dried (Na2SO4) and filtered. Chloroform was removed to give a brown solid. A ten-gram... The solvent is CC(=O)C (acetone). Isolated yield 6.4%. RXN SMILES: [CH:1]1[C:10]2[C:5](=[CH:6][CH:7]=[CH:8][CH:9]=2)[CH:4]=[CH:3][C:2]=1[OH:11].[Cl:12][CH2:13][CH2:14][CH2:15]Br.C(=O)([O-])[O-].[K+].[K+]>CC(C)=O>[Cl:12][CH2:13][CH2:14][CH2:15][O:11][C:2]1[CH:3]=[CH:4][C:5]2[C:10](=[CH:9][CH:8]=[CH:7][CH:6]=2)[CH:1]=1 |f:2.3.4|. Starting materials: N1=C(C=CC=C1)C(=O)O (picolinic acid), C(=O)(N1C=NC=C1)N1C=NC=C1 (1,1'-carbonyldiimidazole), C1(=CC=CC=C1)C=1N(C=CN1)CCCN (2-phenyl-1H-imidazole-1-propanamine). Run in O1CCCC1 (tetrahydrofuran). Run at time 2 hour. Yields the product C1(=CC=CC=C1)C=1N(C=CN1)CCCNC(=O)C1=NC=CC=C1 (N-[3-(2-Phenyl-1H-imidazol-1-yl)propyl]-2-pyridinecarboxamide). Yield: 124.8%. RXN SMILES: [N:1]1[CH:6]=[CH:5][CH:4]=[CH:3][C:2]=1[C:7]([OH:9])=O.C(N1C=CN=C1)(N1C=CN=C1)=O.[C:22]1([C:28]2[N:29]([CH2:33][CH2:34][CH2:35][NH2:36])[CH:30]=[CH:31][N:32]=2)[CH:27]=[CH:26][CH:25]=[CH:24][CH:23]=1>O1CCCC1>[C:22]1([C:28]2[N:29]([CH2:33][CH2:34][CH2:35][NH:36][C:7]([C:2]3[CH:3]=[CH:4][CH:5]=[CH:6][N:1]=3)=[O:9])[CH:30]=[CH:31][N:32]=2)[CH:23]=[CH:24][CH:25]=[CH:26][CH:27]=1. Procedure: A mixture of 1.85 g of picolinic acid and 2.43 g of 1,1'-carbonyldiimidazole in 60 ml of tetrahydrofuran was stirred at room temperature for 2 hours. Then 3.0 g of 2-phenyl-1H-imidazole-1-propanamine was added and the procedure as described in Example 33 was continued to obtain 5.7 g of a viscous oil. The oil was treated by preparative high pressure liquid chromatography using a PrepPAK®-500 Silica column (Waters Associates, Millipore) and ethyl acetate as eluent. Fractions were collected and fr... Reactants: FC1=CC=C(C=C1)C1CC(OC1)CBr (4-(4-fluorophenyl)-2-(bromomethyl)tetrahydrofuran), N1CCC(CC1)N1C(NC2=C1C=CC(=C2)Cl)=O (1-(4-piperidyl)-5-chloro-benzimidazolin-2-one), [I-].[Na+] (sodium iodide), C([O-])([O-])=O.[K+].[K+] (potassium carbonate). The solvent is CN(C=O)C (dimethylformamide), O (water). Run at temperature 60 celsius, time 24 hour. Product: C(\C=C/C(=O)O)(=O)O.FC1=CC=C(C=C1)C1CC(OC1)CN1CCC(CC1)N1C(NC2=C1C=CC(=C2)Cl)=O (1-[1-(4-(4-fluorophenyl)-tetrahydro-2-furylmethyl)-4-piperidyl]-5-chloro-benzimidazolin-2-one maleate). RXN SMILES: [F:1][C:2]1[CH:7]=[CH:6][C:5]([CH:8]2[CH2:12][O:11][CH:10]([CH2:13]Br)[CH2:9]2)=[CH:4][CH:3]=1.[NH:15]1[CH2:20][CH2:19][CH:18]([N:21]2[C:25]3[CH:26]=[CH:27][C:28]([Cl:30])=[CH:29][C:24]=3[NH:23][C:22]2=[O:31])[CH2:17][CH2:16]1.[I-].[Na+].[C:34](=[O:37])([O-:36])[O-].[K+].[K+]>CN(C)C=O.O>[C:12]([OH:11])(=[O:31])/[CH:8]=[CH:9]\[C:34]([OH:36])=[O:37].[F:1][C:2]1[CH:7]=[CH:6][C:5]([CH:8]2[CH2:12][O:11][CH:10]([CH2:13][N:15]3[CH2:16][CH2:17][CH:18]([N:21]4[C:25]5[CH:26]=[CH:27][C:28]([Cl:30])=[CH:29][C:24]=5[NH:23][C:22]4=[O:31])[CH2:19][CH2:20]3)[CH2:9]2)=[CH:4][CH:3]=1 |f:2.3,4.5.6,9.10|. Reported procedure: A mixture of 3.1 g of 4-(4-fluorophenyl)-2-(bromomethyl)tetrahydrofuran, 3.5 g of 1-(4-piperidyl)-5-chloro-benzimidazolin-2-one, 2.5 g of sodium iodide and 2.0 g of potassium carbonate in 50 ml of dimethylformamide is heated with stirring at 60° C. for 24 hours. The reaction mixture is then poured into water and extracted with ethyl acetate. The extract is washed with water and dried over magnesium sulfate, and the solvent is distilled off under reduced pressure. The residue is purified by colum... Reactants: O=C([O-])[O-], C1COCCO1, Clc1nc2ccccc2c2c1nc(-c1ccccc1)n2CCC1CCNCC1, Cl, [K+], [K+], [Na+], [OH-]. Product: Oc1nc2ccccc2c2c1nc(-c1ccccc1)n2CCC1CCNCC1. Reaction SMILES: [C:32]([O-:33])(=[O:34])[O-:35].[CH2:38]1[O:39][CH2:40][CH2:41][O:42][CH2:43]1.[Cl:1][c:2]1[n:3][c:4]2[cH:5][cH:6][cH:7][cH:8][c:9]2[c:10]2[c:11]1[n:12][c:13](-[c:23]1[cH:24][cH:25][cH:26][cH:27][cH:28]1)[n:14]2[CH2:15][CH2:16][CH:17]1[CH2:18][CH2:19][NH:20][CH2:21][CH2:22]1.[ClH:29].[K+:36].[K+:37].[Na+:31].[OH-:30]>>[c:2]1([OH:33])[n:3][c:4]2[cH:5][cH:6][cH:7][cH:8][c:9]2[c:10]2[c:11]1[n:12][c:13](-[c:23]1[cH:24][cH:25][cH:26][cH:27][cH:28]1)[n:14]2[CH2:15][CH2:16][CH:17]1[CH2:18][CH2:19][NH:20][CH2:21][CH2:22]1. The reactants are ClC=1C=C2C=3C=C4C(=C(C3NC2=CC1)OCCCN)NC=1C=CC(=CC14)Cl (3-(2,10-dichloro-5,7-dihydroindolo[2,3-b]carbazol-6-yloxy)propan-1-amine), N1C=C(C2=CC=CC=C12)C=O (1H-indole-3-carbaldehyde), [BH-](OC(=O)C)(OC(=O)C)OC(=O)C.[Na+] (NaBH(OAc)3), CC(=O)O (HOAc). The solvent is ClCCCl (1,2-dichloroethane). Conditions: time 8 hour. Yields the product N1C=C(C2=CC=CC=C12)CNCCCOC1=C2C(=CC=3C4=CC(=CC=C4NC13)Cl)C=1C=C(C=CC1N2)Cl (N-((1H-indol-3-yl)methyl)-3-(2,10-dichloro-5,7-dihydroindolo[2,3-b]carbazol-6-yloxy)propan-1-amine). Yield: 50.0%. Reaction SMILES: [Cl:1][C:2]1[CH:3]=[C:4]2[C:12](=[CH:13][CH:14]=1)[NH:11][C:10]1[C:9]([O:15][CH2:16][CH2:17][CH2:18][NH2:19])=[C:8]3[NH:20][C:21]4[CH:22]=[CH:23][C:24]([Cl:27])=[CH:25][C:26]=4[C:7]3=[CH:6][C:5]2=1.[NH:28]1[C:36]2[C:31](=[CH:32][CH:33]=[CH:34][CH:35]=2)[C:30]([CH:37]=O)=[CH:29]1.[BH-](OC(C)=O)(OC(C)=O)OC(C)=O.[Na+].CC(O)=O>ClCCCl>[NH:28]1[C:36]2[C:31](=[CH:32][CH:33]=[CH:34][CH:35]=2)[C:30]([CH2:37][NH:19][CH2:18][CH2:17][CH2:16][O:15][C:9]2[C:8]3[NH:20][C:21]4[C:26](=[CH:25][C:24]([Cl:27])=[CH:23][CH:22]=4)[C:7]=3[CH:6]=[C:5]3[C:4]4[CH:3]=[C:2]([Cl:1])[CH:14]=[CH:13][C:12]=4[NH:11][C:10]=23)=[CH:29]1 |f:2.3|. Procedure: To a solution of 3-(2,10-dichloro-5,7-dihydroindolo[2,3-b]carbazol-6-yloxy)propan-1-amine (1 equiv) in 1,2-dichloroethane (10 mL/mmol), under an atmosphere of argon, was added 1H-indole-3-carbaldehyde (1 equiv), NaBH(OAc)3 (2 equiv), and then HOAc (2-3 equiv). The resulting mixture was stirred at RT overnight, and then partitioned between dichloromethane and 2 M Na2CO3. The organic layer was washed with brine, dried over Na2SO4, and concentrated. The residue was subjected to chromatography on si... Reactants: CC(C)Oc1ccc(-c2ccc(-c3cccc4c3CCC4NC(=O)OC(C)(C)C)s2)cc1C#N, C1COCCO1, Cl. The product is CC(C)Oc1ccc(-c2ccc(-c3cccc4c3CCC4N)s2)cc1C#N. RXN SMILES: [C:1](#[N:2])[c:3]1[cH:4][c:5](-[c:13]2[cH:14][cH:15][c:16](-[c:18]3[c:19]4[c:23]([cH:24][cH:25][cH:26]3)[CH:22]([NH:27][C:28](=[O:29])[O:30][C:31]([CH3:32])([CH3:33])[CH3:34])[CH2:21][CH2:20]4)[s:17]2)[cH:6][cH:7][c:8]1[O:9][CH:10]([CH3:11])[CH3:12].[CH2:36]1[O:37][CH2:38][CH2:39][O:40][CH2:41]1.[ClH:35]>>[C:1](#[N:2])[c:3]1[cH:4][c:5](-[c:13]2[cH:14][cH:15][c:16](-[c:18]3[c:19]4[c:23]([cH:24][cH:25][cH:26]3)[CH:22]([NH2:27])[CH2:21][CH2:20]4)[s:17]2)[cH:6][cH:7][c:8]1[O:9][CH:10]([CH3:11])[CH3:12].